This data is from the Open Reaction Database (ORD), a public repository of structured organic reaction records. The task is: describe an organic reaction: reactants, conditions, products, and yield Starting materials: COC(=O)c1ccc(C=O)c(OC)c1, C[O-], CO, Cl, [Na+], O, CC(=O)c1cccnc1Nc1ccccc1. Product: COC(=O)c1ccc(C=CC(=O)c2cccnc2Nc2ccccc2)c(OC)c1. As a reaction SMILES: [CH3:17][O:18][C:19]([c:20]1[cH:21][c:22]([O:28][CH3:29])[c:23]([CH:26]=[O:27])[cH:24][cH:25]1)=[O:30].[CH3:31][O-:32].[CH3:35][OH:36].[ClH:34].[Na+:33].[OH2:37].[c:1]1([NH:7][c:8]2[n:9][cH:10][cH:11][cH:12][c:13]2[C:14]([CH3:15])=[O:16])[cH:2][cH:3][cH:4][cH:5][cH:6]1>>[c:1]1([NH:7][c:8]2[n:9][cH:10][cH:11][cH:12][c:13]2[C:14]([CH:15]=[CH:26][c:23]2[c:22]([O:28][CH3:29])[cH:21][c:20]([C:19]([O:18][CH3:17])=[O:30])[cH:25][cH:24]2)=[O:16])[cH:2][cH:3][cH:4][cH:5][cH:6]1. The reactants are [BH4-].[Na+] (Sodium borohydride), C(C)(C)(C)OC(=O)N(CC1=C(C=CC(=C1)[N+](=O)[O-])N1N=CC=C1)C(=O)OC(C)(C)C (N-(5-nitro-2-(pyrazol-1-yl)phenylmethyl)iminodicarboxylic acid di-tert-butyl ester), C(O)([O-])=O.[Na+] (sodium hydrogencarbonate), Cl (HCl). The reagents and catalysts are O.O.O.O.O.O.[Ni](Cl)Cl (nickel(II) chloride hexahydrate). Solvent: CO (methanol). Conditions: time 55 minute. Yields the product C(C)(C)(C)OC(NCC1=C(C=CC(=C1)N)N1N=CC=C1)=O (N-(5-amino-2-(pyrazol-1-yl)phenylmethyl)carbamic acid tert-butyl ester). Isolated yield 89.0%. As a reaction SMILES: [BH4-].[Na+].[C:3]([O:7][C:8]([N:10](C(OC(C)(C)C)=O)[CH2:11][C:12]1[CH:17]=[C:16]([N+:18]([O-])=O)[CH:15]=[CH:14][C:13]=1[N:21]1[CH:25]=[CH:24][CH:23]=[N:22]1)=[O:9])([CH3:6])([CH3:5])[CH3:4].Cl.C(=O)([O-])O.[Na+]>O.O.O.O.O.O.[Ni](Cl)Cl.CO>[C:3]([O:7][C:8](=[O:9])[NH:10][CH2:11][C:12]1[CH:17]=[C:16]([NH2:18])[CH:15]=[CH:14][C:13]=1[N:21]1[CH:25]=[CH:24][CH:23]=[N:22]1)([CH3:6])([CH3:4])[CH3:5] |f:0.1,4.5,6.7.8.9.10.11.12|. Procedure details: Sodium borohydride (2.43 g) was added to a mixture of the compound (4.15 g) obtained in Example 2a, nickel(II) chloride hexahydrate (0.183 g) and methanol (300 ml). The reaction mixture was stirred at room temperature for 55 minutes, then rendered acidic with 2 N HCl, subsequently rendered basic with saturated sodium hydrogencarbonate solution and thereafter concentrated at reduced pressure. Water was added to the resulting residue and extraction with ethyl acetate was conducted. The organic lay...